This data is from the Open Reaction Database (ORD), a public repository of structured organic reaction records. The task is: describe an organic reaction: reactants, conditions, products, and yield Starting materials: NC=1C=CC2=C(C(=NC(C(N2C)=O)(C)C)C2=C(C=CC=C2)F)C1 (7-amino-5-(o-fluorophenyl)-1,3-dihydro-1,3,3-trimethyl-2H-1,4-benzodiazepin-2-one), BrBr (bromine). Run in Br (hydrobromic acid). Run at time 1 hour. Yields the product NC=1C=CC2=C(C(=NC(C(N2C)=O)(C)C)C2=C(C=CC=C2)F)C1Br (7-amino-6-bromo-5-(o-fluorophenyl)-1,3-dihydro-1,3,3-trimethyl-2H-1,4-benzodiazepin-2-one). RXN SMILES: [NH2:1][C:2]1[CH:3]=[CH:4][C:5]2[N:11]([CH3:12])[C:10](=[O:13])[C:9]([CH3:15])([CH3:14])[N:8]=[C:7]([C:16]3[CH:21]=[CH:20][CH:19]=[CH:18][C:17]=3[F:22])[C:6]=2[CH:23]=1.[Br:24]Br>Br>[NH2:1][C:2]1[CH:3]=[CH:4][C:5]2[N:11]([CH3:12])[C:10](=[O:13])[C:9]([CH3:15])([CH3:14])[N:8]=[C:7]([C:16]3[CH:21]=[CH:20][CH:19]=[CH:18][C:17]=3[F:22])[C:6]=2[C:23]=1[Br:24]. Procedure details: 6.6 g (0.021 mol) of 7-amino-5-(o-fluorophenyl)-1,3-dihydro-1,3,3-trimethyl-2H-1,4-benzodiazepin-2-one, dissolved in 50 ml of concentrated aqueous hydrobromic acid, are treated slowly at between 0° and 5° with 1.2 l of bromine and stirred at 0° for 1 hour. Subsequently, the reaction mixture is poured into a mixture of ice and soda solution, extracted with methylene chloride and the organic extract is evaporated. The residue is purified on 300 g of silica gel with methylene chloride/ethyl acetate...